Dataset: the Open Reaction Database (ORD), a public repository of structured organic reaction records. Task: describe an organic reaction: reactants, conditions, products, and yield Reactants: ClC1=CC(=C(C=C1O)N1N=NN(C1=O)CCCF)F (1-(4-Chloro-2-fluoro-5-hydroxyphenyl)-4-(3-fluoropropyl)-tetrazolinone), ice, [N+](=O)(O)[O-] (nitric acid). Run at time 30 minute. The product is ClC1=C(C(=C(C(=C1)F)N1N=NN(C1=O)CCCF)[N+](=O)[O-])O (1-(4-chloro-6-fluoro-3-hydroxy-2-nitrophenyl)-4-(3-fluoropropyl)-1,4-dihydro-5-oxo-5H-tetrazole). RXN SMILES: [Cl:1][C:2]1[C:7]([OH:8])=[CH:6][C:5]([N:9]2[C:13](=[O:14])[N:12]([CH2:15][CH2:16][CH2:17][F:18])[N:11]=[N:10]2)=[C:4]([F:19])[CH:3]=1.[N+:20]([O-])([OH:22])=[O:21]>>[Cl:1][C:2]1[CH:3]=[C:4]([F:19])[C:5]([N:9]2[C:13](=[O:14])[N:12]([CH2:15][CH2:16][CH2:17][F:18])[N:11]=[N:10]2)=[C:6]([N+:20]([O-:22])=[O:21])[C:7]=1[OH:8]. Reported procedure: 1-(4-Chloro-2-fluoro-5-hydroxyphenyl)-4-(3-fluoropropyl)-tetrazolinone (2.91 g) was gradually added into an ice-cooled nitric acid (20 ml) and stirred for 30 minutes. Crushed ice was added followed by extraction with ethyl acetate. The ethyl acetate extract was washed with water, dried over sodium sulfate, concentrated, and filtered through a silica gel SPE column (2 g) to give the title compound as a yellow solid (3.4 g).